From a dataset of the Open Reaction Database (ORD), a public repository of structured organic reaction records. describe an organic reaction: reactants, conditions, products, and yield Reactants: B, CCOc1ccc(-c2nc(-c3cc(CC=O)c(O)c(C(=O)OC)c3)cs2)cc1OCC, CO, [Na]. Yields the product CCOc1ccc(-c2nc(-c3cc(CCO)c(O)c(C(=O)OC)c3)cs2)cc1OCC. RXN SMILES: [BH3:1].[CH2:3]([CH3:4])[O:5][c:6]1[cH:7][c:8](-[c:15]2[s:16][cH:17][c:18](-[c:20]3[cH:21][c:22]([C:30](=[O:31])[O:32][CH3:33])[c:23]([OH:29])[c:24]([CH2:26][CH:27]=[O:28])[cH:25]3)[n:19]2)[cH:9][cH:10][c:11]1[O:12][CH2:13][CH3:14].[CH3:34][OH:35].[Na:2]>>[CH2:3]([CH3:4])[O:5][c:6]1[cH:7][c:8](-[c:15]2[s:16][cH:17][c:18](-[c:20]3[cH:21][c:22]([C:30](=[O:31])[O:32][CH3:33])[c:23]([OH:29])[c:24]([CH2:26][CH2:27][OH:28])[cH:25]3)[n:19]2)[cH:9][cH:10][c:11]1[O:12][CH2:13][CH3:14]. The reactants are CCON, CCO, ClC(Cl)Cl, CCC(=O)C1=C(O)CC(c2ccc(NC=O)cc2)CC1=O. Product: CCON=C(CC)C1=C(O)CC(c2ccc(NC=O)cc2)CC1=O. Reaction SMILES: [CH2:26]([CH3:27])[O:28][NH2:29].[CH3:30][CH2:31][OH:32].[CH:1]([Cl:2])([Cl:3])[Cl:4].[CH:5](=[O:6])[NH:7][c:8]1[cH:9][cH:10][c:11]([CH:14]2[CH2:15][C:16]([OH:25])=[C:17]([C:21]([CH2:22][CH3:23])=[O:24])[C:18](=[O:20])[CH2:19]2)[cH:12][cH:13]1>>[CH:5](=[O:6])[NH:7][c:8]1[cH:9][cH:10][c:11]([CH:14]2[CH2:15][C:16]([OH:25])=[C:17]([C:21]([CH2:22][CH3:23])=[N:29][O:28][CH2:26][CH3:27])[C:18](=[O:20])[CH2:19]2)[cH:12][cH:13]1. The reactants are CC(C)C[Al+]CC(C)C, CCCCCC, CO, [Cl-], N#CC1CCN(CCOC(c2ccc(F)cc2)c2ccc(F)cc2)CC1, [H-], [NH4+], C1CCOC1. RXN SMILES: [CH2:8]([Al+:9][CH2:10][CH:11]([CH3:12])[CH3:13])[CH:14]([CH3:15])[CH3:16].[CH3:1][CH2:2][CH2:3][CH2:4][CH2:5][CH3:6].[CH3:45][OH:46].[Cl-:43].[F:17][c:18]1[cH:19][cH:20][c:21]([CH:24]([O:25][CH2:26][CH2:27][N:28]2[CH2:29][CH2:30][CH:31]([C:34]#[N:35])[CH2:32][CH2:33]2)[c:36]2[cH:37][cH:38][c:39]([F:42])[cH:40][cH:41]2)[cH:22][cH:23]1.[H-:7].[NH4+:44].[O:47]1[CH2:48][CH2:49][CH2:50][CH2:51]1>>[F:17][c:18]1[cH:19][cH:20][c:21]([CH:24]([O:25][CH2:26][CH2:27][N:28]2[CH2:29][CH2:30][CH:31]([CH:34]=[O:46])[CH2:32][CH2:33]2)[c:36]2[cH:37][cH:38][c:39]([F:42])[cH:40][cH:41]2)[cH:22][cH:23]1. Yields the product O=CC1CCN(CCOC(c2ccc(F)cc2)c2ccc(F)cc2)CC1.